Dataset: the Open Reaction Database (ORD), a public repository of structured organic reaction records. Task: describe an organic reaction: reactants, conditions, products, and yield The reactants are C(C)(C)(C)OC(=O)NC[C@@H]1CC[C@H](CC1)NC(OCC1=CC=CC=C1)=O (benzyl trans-4-(tert-butoxycarbonylaminomethyl)cyclohexylcarbamate), Cl (hydrochloric acid). Solvent: C(C)O (ethanol). Run at time 16 hour. Yields the product Cl.NC[C@@H]1CC[C@H](CC1)NC(OCC1=CC=CC=C1)=O (benzyl trans-4-aminomethylcyclohexylcarbamate hydrochloride). As a reaction SMILES: C(OC([NH:8][CH2:9][C@H:10]1[CH2:15][CH2:14][C@H:13]([NH:16][C:17](=[O:26])[O:18][CH2:19][C:20]2[CH:25]=[CH:24][CH:23]=[CH:22][CH:21]=2)[CH2:12][CH2:11]1)=O)(C)(C)C.[ClH:27]>C(O)C>[ClH:27].[NH2:8][CH2:9][C@H:10]1[CH2:15][CH2:14][C@H:13]([NH:16][C:17](=[O:26])[O:18][CH2:19][C:20]2[CH:21]=[CH:22][CH:23]=[CH:24][CH:25]=2)[CH2:12][CH2:11]1 |f:3.4|. Procedure: To benzyl trans-4-(tert-butoxycarbonylaminomethyl)cyclohexylcarbamate (18.93 g) was added concentrated hydrochloric acid (60 ml), and the resulting mixture was stirred at room temperature for 16 hours. The reaction mixture was mixed with ethanol and was then concentrated under reduced pressure. The residue was mixed with diethyl ether, and the precipitated crystals were collected by filtration. The crystals were washed with diethyl ether to obtain benzyl trans-4-aminomethylcyclohexylcarbamate hy... Starting materials: FC1=CC2=C(C(=NO2)C2CCN(CC2)CCN2C(N(CC2)C2=CC=CC=C2)=O)C=C1 (1-{2-[4-(6-Fluoro-1,2-benzisoxazol-3-yl)piperid-1-yl]ethyl}-3-phenylimidazolidin-2-one), ClC1=C(C=CC=C1)N=C=O (2-chlorophenyl isocyanate), Cl (hydrochloride). The product is FC1=CC2=C(C(=NO2)C2CCN(CC2)CCN2C(N(CC2)C2=C(C=CC=C2)Cl)=O)C=C1 (1-{2-[4-(6-Fluoro-1,2-benzisoxazol-3-yl)piperid-1-yl]ethyl}-3-(2-chlorophenyl)imidazolidin-2-one). Reaction SMILES: [F:1][C:2]1[CH:30]=[CH:29][C:5]2[C:6]([CH:9]3[CH2:14][CH2:13][N:12]([CH2:15][CH2:16][N:17]4[CH2:21][CH2:20][N:19]([C:22]5[CH:27]=[CH:26][CH:25]=[CH:24][CH:23]=5)[C:18]4=[O:28])[CH2:11][CH2:10]3)=[N:7][O:8][C:4]=2[CH:3]=1.[Cl:31]C1C=CC=CC=1N=C=O.Cl>>[F:1][C:2]1[CH:30]=[CH:29][C:5]2[C:6]([CH:9]3[CH2:14][CH2:13][N:12]([CH2:15][CH2:16][N:17]4[CH2:21][CH2:20][N:19]([C:22]5[CH:27]=[CH:26][CH:25]=[CH:24][C:23]=5[Cl:31])[C:18]4=[O:28])[CH2:11][CH2:10]3)=[N:7][O:8][C:4]=2[CH:3]=1. Reported procedure: This product is obtained in the same manner as the compound of Example 5, but with replacement of the phenyl isocyanate by 2-chlorophenyl isocyanate in Step 1 of the synthesis. The hydrochloride of the title compound melts at 223°-227° C. Reactants: CS(C)=O, CCOC(=O)C(C)(C)n1cc(-c2ccc3c(c2)OCCn2cc(-c4ncnn4C(C)C)nc2-3)cn1, [Li+], [OH-], O. The product is CC(C)n1ncnc1-c1cn2c(n1)-c1ccc(-c3cnn(C(C)(C)C(=O)O)c3)cc1OCC2. As a reaction SMILES: [CH3:38][S:39]([CH3:40])=[O:41].[CH:1]([CH3:2])([CH3:3])[n:4]1[n:5][cH:6][n:7][c:8]1-[c:9]1[n:10][c:11]2[n:12]([cH:35]1)[CH2:13][CH2:14][O:15][c:16]1[c:17]-2[cH:18][cH:19][c:20](-[c:22]2[cH:23][n:24][n:25]([C:27]([C:28](=[O:29])[O:30][CH2:31][CH3:32])([CH3:33])[CH3:34])[cH:26]2)[cH:21]1.[Li+:36].[OH-:37].[OH2:42]>>[CH:1]([CH3:2])([CH3:3])[n:4]1[n:5][cH:6][n:7][c:8]1-[c:9]1[n:10][c:11]2[n:12]([cH:35]1)[CH2:13][CH2:14][O:15][c:16]1[c:17]-2[cH:18][cH:19][c:20](-[c:22]2[cH:23][n:24][n:25]([C:27]([C:28](=[O:29])[OH:30])([CH3:33])[CH3:34])[cH:26]2)[cH:21]1. The reactants are [N+](=O)([O-])C1=CC=C(CC(C(=O)[O-])Br)C=C1 (4-nitrobenzylbromoacetate), C(C=C)SC1CC(N1)=O (4-allylthioazetidin-2-one), CN(C=O)C (dimethylformamide), O (water), C([O-])([O-])=O.[K+].[K+] (potassium carbonate), CN(C=O)C (dimethylformamide). Conditions: time 5 minute. Product: C(C=C)SC1CC(N1CC(=O)OCC1=CC=C(C=C1)[N+](=O)[O-])=O (4-Nitrobenzyl 2-(4-allylthioazetidin-2-on-1-yl)acetate). RXN SMILES: [N+:1]([C:4]1[CH:15]=[CH:14][C:7]([CH2:8]C(Br)C([O-])=O)=[CH:6][CH:5]=1)([O-:3])=[O:2].[CH2:16]([S:19][CH:20]1[NH:23][C:22](=[O:24])[CH2:21]1)[CH:17]=[CH2:18].[C:25](=[O:28])([O-])[O-:26].[K+].[K+].O.[CH3:32]N(C)C=O>>[CH2:16]([S:19][CH:20]1[N:23]([CH2:32][C:25]([O:26][CH2:8][C:7]2[CH:6]=[CH:5][C:4]([N+:1]([O-:3])=[O:2])=[CH:15][CH:14]=2)=[O:28])[C:22](=[O:24])[CH2:21]1)[CH:17]=[CH2:18] |f:2.3.4|. Reported procedure: 11.5 g of 4-nitrobenzylbromoacetate in 30 ml of dimethylformamide was added to 5.0 g of 4-allylthioazetidin-2-one dissolved in 70 ml of dimethylformamide with stirring under argon at room temperature. After 5 mins, 10.61 g of potassium carbonate was added to the solution. During the following 20 mins there was a colour change in the mixture from yellow to dark brown. Stirring was continued for a further 3 hours 40 mins. The mixture was then poured into water (300 ml), extracted into ethyl acetat...